From a dataset of the Open Reaction Database (ORD), a public repository of structured organic reaction records. describe an organic reaction: reactants, conditions, products, and yield As a reaction SMILES: [CH2:29]([Cl:30])[Cl:31].[CH3:20][N:21]1[CH2:22][CH2:23][CH2:24][N:25]([CH3:26])[C:27]1=[O:28].[Cl:1][c:2]1[cH:3][c:4]([NH:5][c:6]2[c:7]3[c:8]([n:9][cH:10][n:11]2)[nH:12][c:13]([CH2:15][OH:16])[cH:14]3)[cH:17][cH:18][cH:19]1>>[Cl:1][c:2]1[cH:3][c:4]([NH:5][c:6]2[c:7]3[c:8]([n:9][cH:10][n:11]2)[nH:12][c:13]([CH:15]=[O:16])[cH:14]3)[cH:17][cH:18][cH:19]1. Starting materials: ClCCl, CN1CCCN(C)C1=O, OCc1cc2c(Nc3cccc(Cl)c3)ncnc2[nH]1. The product is O=Cc1cc2c(Nc3cccc(Cl)c3)ncnc2[nH]1. Starting materials: C(C)(C)(C)OC(=O)N[C@@H](C(C(=O)O)O)CC1CCCCC1 ((2RS,3R)-3-[(tert-butoxycarbonyl)amino]-4-cyclohexyl-2-hydroxybutanoic acid). Run in Cl (HCl), O1CCOCC1 (dioxane). Product: N[C@@H](C(C(=O)O)O)CC1CCCCC1 ((2RS,3R)-3-amino-4-cyclohexyl-2-hydroxybutanoic acid). Reaction SMILES: C(OC([NH:8][C@H:9]([CH2:15][CH:16]1[CH2:21][CH2:20][CH2:19][CH2:18][CH2:17]1)[CH:10]([OH:14])[C:11]([OH:13])=[O:12])=O)(C)(C)C>Cl.O1CCOCC1>[NH2:8][C@H:9]([CH2:15][CH:16]1[CH2:21][CH2:20][CH2:19][CH2:18][CH2:17]1)[CH:10]([OH:14])[C:11]([OH:13])=[O:12]. Procedure: A solution of Example 3C (75 mg, 0.25 mmol) in 4M HCl in dioxane (2 mL) at room temperature was stirred for 1 hour, concentrated, then purified by reverse phase HPLC with acetonitrile/water to provide the desired product. MS (ESI) m/e 202 (M+H)+; 1H NMR (300 MHz, DMSO-d6) δ 7.81 (br s, 2H), 4.07 (d, 1H), 3.35 (m, 1H), 1.80–1.67 (m, 5H), 1.57–1.51 (m, 1H), 1.46–1.17 (m, 5H), 1.00–0.90 (m, 2H); Anal. Calcd. for C10H20ClNO3: C, 50.52; H, 8.48; N, 5.89. Found: C, 50.18; H, 8.56; N, 5.67. Starting materials: CCc1cccc2c3c([nH]c12)C(CC)(CCO)OCC3, ClC(Cl)(Cl)Cl, O, c1ccc(P(c2ccccc2)c2ccccc2)cc1. The product is CCc1cccc2c3c([nH]c12)C(CC)(CCCl)OCC3. Reaction SMILES: [CH2:1]([CH3:2])[C:3]1([CH2:18][CH2:19][OH:20])[O:4][CH2:5][CH2:6][c:7]2[c:8]1[nH:9][c:10]1[c:11]([CH2:16][CH3:17])[cH:12][cH:13][cH:14][c:15]21.[Cl:40][C:41]([Cl:42])([Cl:43])[Cl:44].[OH2:45].[c:21]1([P:22]([c:23]2[cH:24][cH:25][cH:26][cH:27][cH:28]2)[c:29]2[cH:30][cH:31][cH:32][cH:33][cH:34]2)[cH:35][cH:36][cH:37][cH:38][cH:39]1>>[CH2:1]([CH3:2])[C:3]1([CH2:18][CH2:19][Cl:40])[O:4][CH2:5][CH2:6][c:7]2[c:8]1[nH:9][c:10]1[c:11]([CH2:16][CH3:17])[cH:12][cH:13][cH:14][c:15]21. The reactants are COC=1C=C(C=CC1O)C=CC(CC(C(=O)OCC)=O)=O (ethyl 6-(3-methoxy-4-hydroxyphenyl)-2,4-dioxo-5-hexenoate), O.NN (hydrazine hydrate). The yield is 51.0%. Procedure: According to the procedure of Example 1, ethyl 6-(3-methoxy-4-hydroxyphenyl)-2,4-dioxo-5-hexenoate is reacted with hydrazine hydrate to afford ethyl-3-[β-(3-methoxy-4-hydroxyphenyl)ethenyl]-1H-pyrazole-5-carboxylate in 51% yield, mp=99°-101° C. RXN SMILES: [CH3:1][O:2][C:3]1[CH:4]=[C:5]([CH:10]=[CH:11][C:12](=O)[CH2:13][C:14](=O)[C:15]([O:17][CH2:18][CH3:19])=[O:16])[CH:6]=[CH:7][C:8]=1[OH:9].O.[NH2:23][NH2:24]>>[CH2:18]([O:17][C:15]([C:14]1[NH:24][N:23]=[C:12]([CH:11]=[CH:10][C:5]2[CH:6]=[CH:7][C:8]([OH:9])=[C:3]([O:2][CH3:1])[CH:4]=2)[CH:13]=1)=[O:16])[CH3:19] |f:1.2|. Product: C(C)OC(=O)C1=CC(=NN1)C=CC1=CC(=C(C=C1)O)OC (ethyl-3-[β-(3-methoxy-4-hydroxyphenyl)ethenyl]-1H-pyrazole-5-carboxylate). Starting materials: FC=1C=C(C=C(C1)F)NC(\C=C\C1=CC=CC=C1)=O ((2E)-N-(3,5-difluorophenyl)-3-phenylacrylamide), FC=1C=C(C=C(C1)F)NC(\C=C\C1=CC=CC=C1)=O ((2E)-N-(3,5-difluorophenyl)-3-phenylacrylamide), [Cl-].[Cl-].[Cl-].[Al+3] (aluminium trichloride), FC1=CC=C2C=CC(NC2=C1F)=O (7,8-Difluoroquinolin-2(1H)-one), light brown solid. Yields the product FC1=C2C=CC(NC2=CC(=C1)F)=O (5,7-Difluoroquinolin-2(1H)-one). RXN SMILES: [F:1][C:2]1[CH:3]=[C:4]([NH:9][C:10](=[O:19])/[CH:11]=[CH:12]/C2C=CC=CC=2)[CH:5]=[C:6]([F:8])[CH:7]=1.[Cl-].[Cl-].[Cl-].[Al+3].FC1C(F)=C2C(C=CC(=O)N2)=CC=1>>[F:8][C:6]1[CH:7]=[C:2]([F:1])[CH:3]=[C:4]2[C:5]=1[CH:12]=[CH:11][C:10](=[O:19])[NH:9]2 |f:1.2.3.4|. Procedure: The compound was prepared from (2E)-N-(3,5-difluorophenyl)-3-phenylacrylamide (Intermediate 26) (8.1 g, 31.2 mmol) and aluminium trichloride (21 g, 156 mmol) in a similar way as described for Intermediate 21. 3.47 g light brown solid (61%), mp 292-318° C. Starting materials: C(CCC)[Sn](CCCC)(CCCC)Cl (tri-n-butyl-tin chloride), 9, BrC=1C2=C(SC1)C=CC=C2 (3-bromo-benzo[b]thiophene), C(CCC)[Li] (n-butyllithium), [Cl-].[NH4+] (ammonium chloride). Solvent: C1CCOC1 (THF). Run at temperature -78 celsius, time 1 hour. Yields the product S1C2=C(C(=C1)[Sn](CCCC)(CCCC)CCCC)C=CC=C2 (3-Benzo[b]thienyl-tri-n-butyl-stannane). RXN SMILES: Br[C:2]1[C:3]2[CH:10]=[CH:9][CH:8]=[CH:7][C:4]=2[S:5][CH:6]=1.C([Li])CCC.[CH2:16]([Sn:20](Cl)([CH2:25][CH2:26][CH2:27][CH3:28])[CH2:21][CH2:22][CH2:23][CH3:24])[CH2:17][CH2:18][CH3:19].[Cl-].[NH4+]>C1COCC1>[S:5]1[CH:6]=[C:2]([Sn:20]([CH2:21][CH2:22][CH2:23][CH3:24])([CH2:25][CH2:26][CH2:27][CH3:28])[CH2:16][CH2:17][CH2:18][CH3:19])[C:3]2[CH:10]=[CH:9][CH:8]=[CH:7][C:4]1=2 |f:3.4|. Procedure details: 32.0 9 (150 mmol) of 3-bromo-benzo[b]thiophene are added dropwise at -78° C. to a solution of 150 mmol of n-butyllithium in 500 ml of anhydrous THF. The mixture is stirred at -78° C. for 1 h, 52.1 g (160 mmol) of tri-n-butyl-tin chloride are added and the mixture is allowed to warm to room temperature. For working-up, saturated ammonium chloride solution is added and the mixture is extracted with ether. After chromatography on silica gel using petroleum ether, 14.8 g (23 % of theory) of the titl... Starting materials: BrC=1C=CC(NC1)=O (5-bromopyridin-2(1H)-one), ClC1=CC=C(CBr)C=C1 (4-chlorobenzyl bromide). Run in O (water). Yields the product ClC1=CC=C(CN2C(C=CC(=C2)Br)=O)C=C1 (1-(4-chlorobenzyl)-5-bromopyridin-2(1H)-one). Isolated yield 90.3%. Reaction SMILES: [Br:1][C:2]1[CH:3]=[CH:4][C:5](=[O:8])[NH:6][CH:7]=1.[Cl:9][C:10]1[CH:17]=[CH:16][C:13]([CH2:14]Br)=[CH:12][CH:11]=1>O>[Cl:9][C:10]1[CH:17]=[CH:16][C:13]([CH2:14][N:6]2[CH:7]=[C:2]([Br:1])[CH:3]=[CH:4][C:5]2=[O:8])=[CH:12][CH:11]=1. Procedure: According to Scheme 1 Step 2: The title compound was prepared from 5-bromopyridin-2(1H)-one (1 eq, 29.0 mmol, 5.00 g, Example 1 Step 1) and 4-chlorobenzyl bromide (1.2 eq, 34.0 mmol, 7.10 g) according to the procedure described for Example 1 Step 2. After concentration of the solvent, water was added. The aqueous phase was extracted with AcOEt and the combined organic fractions were dried over Na2SO4, filtered and concentrated under reduced pressure. The crude product was recrystallized with pen...